From a dataset of the Open Reaction Database (ORD), a public repository of structured organic reaction records. describe an organic reaction: reactants, conditions, products, and yield Starting materials: [N+](=O)([O-])C1=CC=C2COC(C2=C1)=O (6-nitroisobenzofuran-1(3H)-one), C([O-])(O)=O.[Na+] (sodium bicarbonate), C(C)(=O)OCC (ethyl acetate), C(C)(=O)O (acetic acid). Reagents/catalysts: [Fe] (Fe). Run in O (water). Conditions: temperature 60 celsius, time 2 hour. Product: NC1=CC=C2COC(C2=C1)=O (6-aminoisobenzofuran-1(3H)-one). Reaction SMILES: [N+:1]([C:4]1[CH:12]=[C:11]2[C:7]([CH2:8][O:9][C:10]2=[O:13])=[CH:6][CH:5]=1)([O-])=O.C(OCC)(=O)C.C(O)(=O)C.C(=O)(O)[O-].[Na+]>O.[Fe]>[NH2:1][C:4]1[CH:12]=[C:11]2[C:7]([CH2:8][O:9][C:10]2=[O:13])=[CH:6][CH:5]=1 |f:3.4|. Procedure: Into a 2000 mL 3-necked round-bottom flask, was placed a solution of 6-nitroisobenzofuran-1(3H)-one (prepared as described in the previous step, 136 g, 759.78 mmol, 1.00 equiv) in water (50 mL), Fe (126.4 g), ethyl acetate (500 mL), acetic acid (180 mL). The reaction mixture was stirred for 2 h at 60° C. in an oil bath. The resulting mixture was added sodium bicarbonate 500 mL. The resulting solution was extracted with 5×500 mL of ethyl acetate. The combined organic layer was washed with 500 mL ...